From a dataset of the Open Reaction Database (ORD), a public repository of structured organic reaction records. describe an organic reaction: reactants, conditions, products, and yield Run at time 2 hour. Solvent: CN(C)C=O (DMF), CN(C)C=O (DMF). Reported procedure: A solution of N-(4-amino-2-chlorobenzoyl)-4-(2-methoxyphenyl)-L-phenylalanine (57 mg) in DMF (1.5 mL) was added to a solution of 1,1′-thiocarbonyldiimidazole (28 mg) in DMF (1 mL) under N2 at 0° C. over a 2.5 h period. The mixture was then allowed to warm up slowly to room temperature and stirred for an additional 2 h. Benzylamine (21 μL) was then added and the resulting mixture stirred for 2 h at 80° C. The mixture was concentrated, and the residue was taken up with CH2Cl2 and washed with 1N HC... As a reaction SMILES: [NH2:1][C:2]1[CH:29]=[CH:28][C:5]([C:6]([NH:8][C@H:9]([C:25]([OH:27])=[O:26])[CH2:10][C:11]2[CH:16]=[CH:15][C:14]([C:17]3[CH:22]=[CH:21][CH:20]=[CH:19][C:18]=3[O:23][CH3:24])=[CH:13][CH:12]=2)=[O:7])=[C:4]([Cl:30])[CH:3]=1.[C:31]([N:38]1[CH:42]=[CH:41]N=C1)(N1C=CN=C1)=[S:32].C(N)[C:44]1[CH:49]=[CH:48]C=[CH:46][CH:45]=1.[CH2:51](Cl)Cl>CN(C=O)C>[CH3:51][O:26][C:25](=[O:27])[C@H:9]([CH2:10][C:11]1[CH:12]=[CH:13][C:14]([C:17]2[CH:22]=[CH:21][CH:20]=[CH:19][C:18]=2[O:23][CH3:24])=[CH:15][CH:16]=1)[NH:8][C:6](=[O:7])[C:5]1[CH:28]=[CH:29][C:2]([NH:1][C:31]([NH:38][CH2:42][C:41]2[CH:48]=[CH:49][CH:44]=[CH:45][CH:46]=2)=[S:32])=[CH:3][C:4]=1[Cl:30]. Yields the product COC([C@@H](NC(C1=C(C=C(C=C1)NC(=S)NCC1=CC=CC=C1)Cl)=O)CC1=CC=C(C=C1)C1=C(C=CC=C1)OC)=O (N-[4-(3-benzylthioureido)-2-chlorobenzoyl]-4-(2-methoxyphenyl)-L-phenylalanine methyl ester). Starting materials: NC1=CC(=C(C(=O)N[C@@H](CC2=CC=C(C=C2)C2=C(C=CC=C2)OC)C(=O)O)C=C1)Cl (N-(4-amino-2-chlorobenzoyl)-4-(2-methoxyphenyl)-L-phenylalanine), C(=S)(N1C=NC=C1)N1C=NC=C1 (1,1′-thiocarbonyldiimidazole), C(Cl)Cl (CH2Cl2), C(C1=CC=CC=C1)N (Benzylamine).